Dataset: the Open Reaction Database (ORD), a public repository of structured organic reaction records. Task: describe an organic reaction: reactants, conditions, products, and yield RXN SMILES: [NH2:1][C:2]1[CH:3]=[C:4]([C:8]2[C:16]([C:17]3[CH:22]=[CH:21][N:20]=[C:19]([NH:23][C:24]4[CH:29]=[CH:28][C:27]([Cl:30])=[C:26]([O:31][CH2:32][CH2:33][N:34]([CH3:41])[CH:35]5[CH2:39][CH2:38][N:37]([CH3:40])[CH2:36]5)[CH:25]=4)[N:18]=3)=[C:11]3[CH:12]=[CH:13][CH:14]=[CH:15][N:10]3[N:9]=2)[CH:5]=[CH:6][CH:7]=1.[S:42]1[CH:46]=[CH:45][CH:44]=[C:43]1[CH2:47][C:48](Cl)=[O:49]>>[Cl:30][C:27]1[CH:28]=[CH:29][C:24]([NH:23][C:19]2[N:18]=[C:17]([C:16]3[C:8]([C:4]4[CH:3]=[C:2]([NH:1][C:48](=[O:49])[CH2:47][C:43]5[S:42][CH:46]=[CH:45][CH:44]=5)[CH:7]=[CH:6][CH:5]=4)=[N:9][N:10]4[CH:15]=[CH:14][CH:13]=[CH:12][C:11]=34)[CH:22]=[CH:21][N:20]=2)=[CH:25][C:26]=1[O:31][CH2:32][CH2:33][N:34]([CH3:41])[CH:35]1[CH2:39][CH2:38][N:37]([CH3:40])[CH2:36]1. The product is ClC1=C(C=C(C=C1)NC1=NC=CC(=N1)C=1C(=NN2C1C=CC=C2)C=2C=C(C=CC2)NC(CC=2SC=CC2)=O)OCCN(C2CN(CC2)C)C (N-{3-[3-(2-{[4-Chloro-3-({2-[methyl(1-methyl-3-pyrrolidinyl)amino]ethyl}-oxy)phenyl]amino}-4-pyrimidinyl)pyrazolo[1,5-a]pyridin-2-yl]phenyl}-2-(2-thienyl)acetamide). Starting materials: NC=1C=C(C=CC1)C1=NN2C(C=CC=C2)=C1C1=NC(=NC=C1)NC1=CC(=C(C=C1)Cl)OCCN(C1CN(CC1)C)C (4-[2-(3-aminophenyl)pyrazolo[1,5-a]pyridin-3-yl]-N-[4-chloro-3-({2-[methyl(1-methyl-3-pyrrolidinyl)amino]ethyl}oxy)phenyl]-2-pyrimidinamine), S1C(=CC=C1)CC(=O)Cl (2-thienylacetyl chloride). Yield: 55.0%. Procedure: The title compound was synthesized from 4-[2-(3-aminophenyl)pyrazolo[1,5-a]pyridin-3-yl]-N-[4-chloro-3-({2-[methyl(1-methyl-3-pyrrolidinyl)amino]ethyl}oxy)phenyl]-2-pyrimidinamine using 2-thienylacetyl chloride as described in Example 10, Step E to give a brown solid in 55% yield. 1H NMR (400 MHz, DMSO-D6) δ ppm 2.7 (s, 2H) 2.8 (m, 5H) 3.0 (d, J=14.5 Hz, 4H) 3.1 (s, 2H) 3.8 (s, 1H) 3.9 (s, 1H) 3.9 (s, 2H) 4.0 (s, 1H) 6.5 (d, J=5.3 Hz, 1H) 6.9 (s, 2H) 6.9 (s, 3H) 7.1 (m, 2H) 7.2 (m, 3H) 7.4 (m, 2... Starting materials: C1(=CC=CC=C1)P(C1=CC=CC=C1)C1=CC=CC=C1 (triphenylphosphine), IC=1C=C2CC(CC2=CC1)NS(=O)(=O)C(C)C (N-(5-iodo-2,3-dihydro-1H-inden-2-yl)-2-propanesulfonamide), C([O-])([O-])=O.[Cs+].[Cs+] (cesium carbonate), FC1=NC=CC=C1B(O)O ((2-fluoro-3-pyridinyl)boronic acid). The reagents and catalysts are C(C)(=O)[O-].[Pd+2].C(C)(=O)[O-] (Palladium acetate), [Pd] (palladium). The solvent is O1CCOCC1 (1,4-dioxan). Yields the product FC1=NC=CC=C1C=1C=C2CC(CC2=CC1)NS(=O)(=O)C(C)C (N-[5-(2-fluoro-3-pyridinyl)-2,3-dihydro-1H-inden-2-yl]-2-propanesulfonamide). Isolated yield 36.5%. Reaction SMILES: I[C:2]1[CH:3]=[C:4]2[C:8](=[CH:9][CH:10]=1)[CH2:7][CH:6]([NH:11][S:12]([CH:15]([CH3:17])[CH3:16])(=[O:14])=[O:13])[CH2:5]2.C(=O)([O-])[O-].[Cs+].[Cs+].[F:24][C:25]1[C:30](B(O)O)=[CH:29][CH:28]=[CH:27][N:26]=1.C1(P(C2C=CC=CC=2)C2C=CC=CC=2)C=CC=CC=1>C([O-])(=O)C.[Pd+2].C([O-])(=O)C.[Pd].O1CCOCC1>[F:24][C:25]1[C:30]([C:2]2[CH:3]=[C:4]3[C:8](=[CH:9][CH:10]=2)[CH2:7][CH:6]([NH:11][S:12]([CH:15]([CH3:17])[CH3:16])(=[O:14])=[O:13])[CH2:5]3)=[CH:29][CH:28]=[CH:27][N:26]=1 |f:1.2.3,6.7.8|. Procedure details: A mixture of Intermediate 2 (65 mg, 0.18 mmol) and cesium carbonate (1.5 eq, 88 mg, 0.27 mmol) in a 3:1 mixture of 1,4-dioxan:water (4 ml) was degassed with argon for 5 minutes. Then the mixture was added to (2-fluoro-3-pyridinyl)boronic acid (1.1 eq, 28 mg, 0.20 mmol, Asymchem International Inc.). Palladium acetate (2 mg, 0.01 mmol—alternatively, solid supported palladium may be used), and triphenylphosphine (9 mg, 0.03 mmol) were then added and the whole mixture stirred at reflux for 16 h. The... The reactants are ClS(=O)(=O)C=1C=C(C(=O)OCC[Si](C)(C)C)C=CC1 (2-(trimethylsilyl)ethyl 3-(chlorosulfonyl)benzoate), CNC1=CC=C(C(=O)OC)C=C1 (methyl 4-(methylamino)benzoate). Solvent: N1=CC=CC=C1 (pyridine). Run at time 8 hour. Yields the product COC(=O)C1=CC=C(C=C1)N(S(=O)(=O)C=1C=C(C(=O)OCC[Si](C)(C)C)C=CC1)C (2-(trimethylsilyl)ethyl 3-{[4-(methoxycarbonyl)phenyl](methyl)sulfamoyl}benzoate). Yield: 73.3%. Reaction SMILES: Cl[S:2]([C:5]1[CH:6]=[C:7]([CH:17]=[CH:18][CH:19]=1)[C:8]([O:10][CH2:11][CH2:12][Si:13]([CH3:16])([CH3:15])[CH3:14])=[O:9])(=[O:4])=[O:3].[CH3:20][NH:21][C:22]1[CH:31]=[CH:30][C:25]([C:26]([O:28][CH3:29])=[O:27])=[CH:24][CH:23]=1>N1C=CC=CC=1>[CH3:29][O:28][C:26]([C:25]1[CH:30]=[CH:31][C:22]([N:21]([CH3:20])[S:2]([C:5]2[CH:6]=[C:7]([CH:17]=[CH:18][CH:19]=2)[C:8]([O:10][CH2:11][CH2:12][Si:13]([CH3:16])([CH3:15])[CH3:14])=[O:9])(=[O:4])=[O:3])=[CH:23][CH:24]=1)=[O:27]. Reported procedure: A mixture of 1.50 g of 2-(trimethylsilyl)ethyl 3-(chlorosulfonyl)benzoate, 772 mg of methyl 4-(methylamino)benzoate, and 15 mL of pyridine was stirred at room temperature overnight, and then the reaction mixture was concentrated under reduced pressure. The obtained residue was purified by silica gel column chromatography (hexane-ethyl acetate) to obtain 1.54 g of 2-(trimethylsilyl)ethyl 3-{[4-(methoxycarbonyl)phenyl](methyl)sulfamoyl}benzoate as a colorless oily substance. ESI+: 450 As a reaction SMILES: [Br:1][C:2]1[CH:7]=[CH:6][C:5]([CH:8]([OH:21])[CH2:9][N:10]([CH2:18][CH2:19]O)[C:11](=[O:17])[O:12][C:13]([CH3:16])([CH3:15])[CH3:14])=[C:4]([F:22])[CH:3]=1.C1(P(C2C=CC=CC=2)C2C=CC=CC=2)C=CC=CC=1.CC(OC(/N=N/C(OC(C)C)=O)=O)C>CC(OC)(C)C>[C:13]([O:12][C:11]([N:10]1[CH2:18][CH2:19][O:21][CH:8]([C:5]2[CH:6]=[CH:7][C:2]([Br:1])=[CH:3][C:4]=2[F:22])[CH2:9]1)=[O:17])([CH3:16])([CH3:15])[CH3:14]. Starting materials: BrC1=CC(=C(C=C1)C(CN(C(OC(C)(C)C)=O)CCO)O)F (tert-butyl 2-(4-bromo-2-fluoro-phenyl)-2-hydroxyethyl(2-hydroxyethyl)carbamate), C1(=CC=CC=C1)P(C1=CC=CC=C1)C1=CC=CC=C1 (triphenylphosphine), CC(C)OC(=O)/N=N/C(=O)OC(C)C (DIAD). Yields the product C(C)(C)(C)OC(=O)N1CC(OCC1)C1=C(C=C(C=C1)Br)F ((RS)-2-(4-Bromo-2-fluoro-phenyl)-morpholine-4-carboxylic acid tert-butyl ester). Conditions: time 8 hour. Reported procedure: Under N2, tert-butyl 2-(4-bromo-2-fluoro-phenyl)-2-hydroxyethyl(2-hydroxyethyl)carbamate (7.385 g, 19.5 mmol, Eq: 1.00) and triphenylphosphine (6.15 g, 23.4 mmol, Eq: 1.2) were dissolved in TBME (33 ml). Under ice-bath cooling, DIAD (5.04 g, 4.85 ml, 23.4 mmol, Eq: 1.2) was added (exotherm). The yellow solution was stirred at RT overnight. The RM became a yellow suspension. Control with TLC: the reaction was finished. The solvent was evaporated. TBME was added and the solid was filtered. The fil... Solvent: CC(C)(C)OC (TBME). Starting materials: C1COCCN1, CC(=O)O, CN1CCCC1=O, O=C(O)c1c(Nc2ccc3[nH]ncc3c2)nc(-c2cc[nH]n2)nc1-c1cccc(O)c1. The product is O=C(O)c1c(Nc2ccc3[nH]ncc3c2)nc(N2CCOCC2)nc1-c1cccc(O)c1. RXN SMILES: [CH2:32]1[CH2:33][O:34][CH2:35][CH2:36][NH:37]1.[CH3:38][C:39](=[O:40])[OH:41].[CH3:42][N:43]1[CH2:44][CH2:45][CH2:46][C:47]1=[O:48].[OH:1][c:2]1[cH:3][c:4](-[c:8]2[c:9]([C:29](=[O:30])[OH:31])[c:10]([NH:19][c:20]3[cH:21][c:22]4[cH:23][n:24][nH:25][c:26]4[cH:27][cH:28]3)[n:11][c:12](-[c:14]3[cH:15][cH:16][nH:17][n:18]3)[n:13]2)[cH:5][cH:6][cH:7]1>>[OH:1][c:2]1[cH:3][c:4](-[c:8]2[c:9]([C:29](=[O:30])[OH:31])[c:10]([NH:19][c:20]3[cH:21][c:22]4[cH:23][n:24][nH:25][c:26]4[cH:27][cH:28]3)[n:11][c:12]([N:37]3[CH2:32][CH2:33][O:34][CH2:35][CH2:36]3)[n:13]2)[cH:5][cH:6][cH:7]1. The reactants are BrC=1C=C(C(=O)NC=2SC3=C(N2)C(=CC=C3N3CCOCC3)OC)C=CN1 (2-bromo-N-(4-methoxy-7-mopholin-4-yl-benzothiazol-2-yl)-isonicotinamide), C([O-])([O-])=O.[Cs+].[Cs+] (cesium carbonate), Cl.COC1CNC1 (3-methoxy-azetidine hydrochloride). Run in CN1CCCC1=O (NMP). Product: COC1CN(C1)C=1C=C(C(=O)NC=2SC3=C(N2)C(=CC=C3N3CCOCC3)OC)C=CN1 (2-(3-Methoxy-azetidin-1-yl)-N-(4-methoxy-7-morpholin-4-yl-benzothiazol-2-yl)-isonicotinamide). Reaction SMILES: Br[C:2]1[CH:3]=[C:4]([CH:25]=[CH:26][N:27]=1)[C:5]([NH:7][C:8]1[S:9][C:10]2[C:16]([N:17]3[CH2:22][CH2:21][O:20][CH2:19][CH2:18]3)=[CH:15][CH:14]=[C:13]([O:23][CH3:24])[C:11]=2[N:12]=1)=[O:6].C(=O)([O-])[O-].[Cs+].[Cs+].Cl.[CH3:35][O:36][CH:37]1[CH2:40][NH:39][CH2:38]1>CN1C(=O)CCC1>[CH3:35][O:36][CH:37]1[CH2:40][N:39]([C:2]2[CH:3]=[C:4]([CH:25]=[CH:26][N:27]=2)[C:5]([NH:7][C:8]2[S:9][C:10]3[C:16]([N:17]4[CH2:22][CH2:21][O:20][CH2:19][CH2:18]4)=[CH:15][CH:14]=[C:13]([O:23][CH3:24])[C:11]=3[N:12]=2)=[O:6])[CH2:38]1 |f:1.2.3,4.5|. Procedure: From 2-bromo-N-(4-methoxy-7-mopholin-4-yl-benzothiazol-2-yl)-isonicotinamide with cesium carbonate and 3-methoxy-azetidine hydrochloride in NMP. ES-MS m/e (%): 456 (M+H+, 100).